From a dataset of the Open Reaction Database (ORD), a public repository of structured organic reaction records. describe an organic reaction: reactants, conditions, products, and yield The yield is 76.6%. Reactants: Br.BrCCNC1=CC(=CC=C1)Cl (N-(2-bromo-ethyl)-3-chloro-aniline hydrobromide), CC1=CC=C(N)C=C1 (4-methyl-aniline), C([O-])([O-])=O.[Na+].[Na+] (sodium carbonate). RXN SMILES: Br.Br[CH2:3][CH2:4][NH:5][C:6]1[CH:11]=[CH:10][CH:9]=[C:8]([Cl:12])[CH:7]=1.[CH3:13][C:14]1[CH:20]=[CH:19][C:17]([NH2:18])=[CH:16][CH:15]=1.C(=O)([O-])[O-].[Na+].[Na+]>C1(C)C=CC=CC=1>[Cl:12][C:8]1[CH:7]=[C:6]([NH:5][CH2:4][CH2:3][NH:18][C:17]2[CH:19]=[CH:20][C:14]([CH3:13])=[CH:15][CH:16]=2)[CH:11]=[CH:10][CH:9]=1 |f:0.1,3.4.5|. Procedure: A mixture consisting of 15.8 gm of N-(2-bromo-ethyl)-3-chloro-aniline hydrobromide, 10.7 gm of 4-methyl-aniline, 50 ml of toluene and 15 gm of anhydrous sodium carbonate was refluxed for eight hours, while stirring. Thereafter, the reaction mixture was filtered, the filter cake was washed with ethyl acetate, and the filtrate was evaporated in vacuo, leaving 10 gm of an oil which was used as the starting material in Example 11 without further purification. It was identified to be N-(3-chloro-phen... Solvent: C1(=CC=CC=C1)C (toluene). The product is ClC=1C=C(C=CC1)NCCNC1=CC=C(C=C1)C (N-(3-Chloro-phenyl)-N'-(4-methyl-phenyl)-ethylenediamine). The reactants are CS(C)=O, CCOC(C)=O, N#C[Na], ClCc1cccc2c1OCCO2. The product is N#CCc1cccc2c1OCCO2. Reaction SMILES: [CH3:16][S:17]([CH3:18])=[O:19].[CH3:20][CH2:21][O:22][C:23](=[O:24])[CH3:25].[Na:13][C:14]#[N:15].[O:1]1[CH2:2][CH2:3][O:4][c:5]2[c:6]1[cH:7][cH:8][cH:9][c:10]2[CH2:11][Cl:12]>>[O:1]1[CH2:2][CH2:3][O:4][c:5]2[c:6]1[cH:7][cH:8][cH:9][c:10]2[CH2:11][C:14]#[N:15]. Procedure details: The title compound was prepared according to example 68, using 3-oxo-butyric acid methyl ester as compound of formula R, 1-(3,5-bis-trifluoromethyl-phenyl)-2-bromo-propan-1-one as compound of formula S and cyclohexanemethylamine, as R3—(CH2)m—NH2, MS (EI) 461.2 (M)+. The product is COC(=O)C1=C(N(C(=C1C)C1=CC(=CC(=C1)C(F)(F)F)C(F)(F)F)CC1CCCCC1)C (5-(3,5-Bis-trifluoromethyl-phenyl)-1-cyclohexylmethyl-2,4-dimethyl-1H-pyrrole-3-carboxylic acid methyl ester). The reactants are COC(CC(C)=O)=O (3-oxo-butyric acid methyl ester), R3—(CH2)m—NH2, FC(C=1C=C(C=C(C1)C(F)(F)F)C(C(C)Br)=O)(F)F (1-(3,5-bis-trifluoromethyl-phenyl)-2-bromo-propan-1-one), C1(CCCCC1)CN (cyclohexanemethylamine). RXN SMILES: [CH3:1][O:2][C:3](=[O:8])[CH2:4][C:5](=O)[CH3:6].[F:9][C:10]([F:27])([F:26])[C:11]1[CH:12]=[C:13]([C:21](=O)[CH:22](Br)[CH3:23])[CH:14]=[C:15]([C:17]([F:20])([F:19])[F:18])[CH:16]=1.[CH:28]1([CH2:34][NH2:35])[CH2:33][CH2:32][CH2:31][CH2:30][CH2:29]1>>[CH3:1][O:2][C:3]([C:4]1[C:22]([CH3:23])=[C:21]([C:13]2[CH:12]=[C:11]([C:10]([F:27])([F:26])[F:9])[CH:16]=[C:15]([C:17]([F:20])([F:19])[F:18])[CH:14]=2)[N:35]([CH2:34][CH:28]2[CH2:33][CH2:32][CH2:31][CH2:30][CH2:29]2)[C:5]=1[CH3:6])=[O:8]. The reactants are O (water), CN1CC2N(C3=C(CN4C2=CC=C4)C=CC=C3)CC1 (2-methyl-1,3,4,14b-tetrahydro-10H-pyrazino[1,2-a]pyrrolo[2,1-c][1,4]benzodiazepine), C(CCC)[Li] (n-butyl lithium), CI (methyl iodide). Solvent: CCCCCC (hexane). Product: CN1CC2N(C3=C(C(N4C2=CC=C4)C)C=CC=C3)CC1 (2,10-dimethyl-1,3,4,14b-tetrahydro-10H-pyrazino[1,2-a]pyrrolo[2,1-c][1,4]benzodiazepine). RXN SMILES: [CH3:1][N:2]1[CH2:19][CH2:18][N:5]2[C:6]3[CH:17]=[CH:16][CH:15]=[CH:14][C:7]=3[CH2:8][N:9]3[CH:13]=[CH:12][CH:11]=[C:10]3[CH:4]2[CH2:3]1.[CH2:20]([Li])CCC.CI.O>CCCCCC>[CH3:1][N:2]1[CH2:19][CH2:18][N:5]2[C:6]3[CH:17]=[CH:16][CH:15]=[CH:14][C:7]=3[CH:8]([CH3:20])[N:9]3[CH:13]=[CH:12][CH:11]=[C:10]3[CH:4]2[CH2:3]1. Procedure details: To the solution of 2.5 g of 2-methyl-1,3,4,14b-tetrahydro-10H-pyrazino[1,2-a]pyrrolo[2,1-c][1,4]benzodiazepine (Example 1) in 25 ml of tetrahydrofran is added 4.5 ml of 2.45 molar n-butyl lithium in hexane at room temperature while stirring under nitrogen. The pale yellow solution rapidly becomes cherry-red and the temperature rises about 7°. The mixture is stirred for an additional 45 minutes, whereupon it is treated with methyl iodide until the color of the solution is discharged. After stirri...